Dataset: the Open Reaction Database (ORD), a public repository of structured organic reaction records. Task: describe an organic reaction: reactants, conditions, products, and yield Reactants: CC1=CC(=CC2=C1C(CO2)=O)C (4,6-dimethyl-3-benzofuranone), P(Br)(Br)Br (phosphorus tribromide). Reaction conditions: temperature 100 celsius. Product: CC1=CC(=CC2=C1C(=CO2)Br)C (4,6-dimethyl-3-bromobenzofuran). The yield is 60.0%. RXN SMILES: [CH3:1][C:2]1[C:7]2[C:8](=O)[CH2:9][O:10][C:6]=2[CH:5]=[C:4]([CH3:12])[CH:3]=1.P(Br)(Br)[Br:14]>>[CH3:1][C:2]1[C:7]2[C:8]([Br:14])=[CH:9][O:10][C:6]=2[CH:5]=[C:4]([CH3:12])[CH:3]=1. Procedure: 4,6-dimethyl-3-benzofuranone (0.09 moles) was slowly added in phosphorus tribromide (30 ml), previously heated to 100° C. The mix is cautiously treated with ice, extracted with methylenechloride. The organic phase is made anhydrous (Na2SO4) and freed from the solvent under reduced pressure to produce 4,6-dimethyl-3-bromobenzofuran (60% yield). Starting materials: C(C1=CC=CC=C1)OC([C@H]1N(CCC1)C(CNC(=O)OC(C)(C)C)=O)=O (N-t-butyloxycarbonyl-glycyl-L-proline benzylester), O1CCOCC1.Cl (hydrogen chloride dioxane). Conditions: time 1 hour. Product: Cl.C(C1=CC=CC=C1)OC([C@H]1N(CCC1)C(CN)=O)=O (glycyl-L-proline benzylester hydrochloride). Isolated yield 95.0%. Reaction SMILES: [CH2:1]([O:8][C:9](=[O:26])[C@@H:10]1[CH2:14][CH2:13][CH2:12][N:11]1[C:15](=[O:25])[CH2:16][NH:17]C(OC(C)(C)C)=O)[C:2]1[CH:7]=[CH:6][CH:5]=[CH:4][CH:3]=1.O1CCOCC1.[ClH:33]>>[ClH:33].[CH2:1]([O:8][C:9](=[O:26])[C@@H:10]1[CH2:14][CH2:13][CH2:12][N:11]1[C:15](=[O:25])[CH2:16][NH2:17])[C:2]1[CH:7]=[CH:6][CH:5]=[CH:4][CH:3]=1 |f:1.2,3.4|. Reported procedure: To N-t-butyloxycarbonyl-glycyl-L-proline benzylester (25.7 g, 68.2 m mole) 4N hydrogen chloride dioxane solution (170 ml) was added and the solid material was dissolved. The mixture was stirred for 1 hour at room temperature. The mixture was evaporated under reduced pressure to obtain a half-solid glycyl-L-proline benzylester hydrochloride (20.2 g, 64.8 m mole, yield: 95%). The reactants are Cl (HCl), C(C)(C)N1N=CN=C1C=1N=C2N(CCOC3=C2C=CC(=C3)C3=CN=C(N3CCOC3OCCCC3)C)C1 (2-(1-isopropyl-1H-1,2,4-triazol-5-yl)-9-(2-methyl-1-(2-(tetrahydro-2H-pyran-2-yloxy)ethyl)-1H-imidazol-5-yl)-5,6-dihydrobenzo[f]imidazo[1,2-d][1,4]oxazepine), C(C)(C)N1N=CN=C1C=1N=C2N(CCOC3=C2C=CC(=C3)C=3N=C(N(C3)CCOC3OCCCC3)C)C1 (2-(1-isopropyl-1H-1,2,4-triazol-5-yl)-9-(2-methyl-1-(2-(tetrahydro-2H-pyran-2-yloxy)ethyl)-1H-imidazol-4-yl)-5,6-dihydrobenzo[f]imidazo[1,2-d][1,4]oxazepine). Solvent: CO (MeOH), CO (methanol). Reaction conditions: time 2 hour. Product: C(C)(C)N1N=CN=C1C=1N=C2N(CCOC3=C2C=CC(=C3)C=3N=C(N(C3)CCO)C)C1 (2-(4-(2-(1-isopropyl-1H-1,2,4-triazol-5-yl)-5,6-dihydrobenzo[f]imidazo[1,2-d][1,4]oxazepin-9-yl)-2-methyl-1H-imidazol-1-yl)ethanol), C(C)(C)N1N=CN=C1C=1N=C2N(CCOC3=C2C=CC(=C3)C3=CN=C(N3CCO)C)C1 (2-(5-(2-(1-isopropyl-1H-1,2,4-triazol-5-yl)-5,6-dihydrobenzo[f]imidazo[1,2-d][1,4]oxazepin-9-yl)-2-methyl-1H-imidazol-1-yl)ethanol). The yield is 21.0%. RXN SMILES: [CH:1]([N:4]1[C:8]([C:9]2[N:10]=[C:11]3[C:17]4[CH:18]=[CH:19][C:20]([C:22]5[N:26]([CH2:27][CH2:28][O:29]C6CCCCO6)[C:25]([CH3:36])=[N:24][CH:23]=5)=[CH:21][C:16]=4[O:15][CH2:14][CH2:13][N:12]3[CH:37]=2)=[N:7][CH:6]=[N:5]1)([CH3:3])[CH3:2].[CH:38]([N:41]1[C:45]([C:46]2[N:47]=[C:48]3[C:54]4[CH:55]=[CH:56][C:57]([C:59]5[N:60]=[C:61]([CH3:73])[N:62]([CH2:64][CH2:65][O:66]C6CCCCO6)[CH:63]=5)=[CH:58][C:53]=4[O:52][CH2:51][CH2:50][N:49]3[CH:74]=2)=[N:44][CH:43]=[N:42]1)([CH3:40])[CH3:39].Cl>CO>[CH:38]([N:41]1[C:45]([C:46]2[N:47]=[C:48]3[C:54]4[CH:55]=[CH:56][C:57]([C:59]5[N:60]=[C:61]([CH3:73])[N:62]([CH2:64][CH2:65][OH:66])[CH:63]=5)=[CH:58][C:53]=4[O:52][CH2:51][CH2:50][N:49]3[CH:74]=2)=[N:44][CH:43]=[N:42]1)([CH3:40])[CH3:39].[CH:1]([N:4]1[C:8]([C:9]2[N:10]=[C:11]3[C:17]4[CH:18]=[CH:19][C:20]([C:22]5[N:26]([CH2:27][CH2:28][OH:29])[C:25]([CH3:36])=[N:24][CH:23]=5)=[CH:21][C:16]=4[O:15][CH2:14][CH2:13][N:12]3[CH:37]=2)=[N:7][CH:6]=[N:5]1)([CH3:3])[CH3:2]. Procedure details: The mixture of 2-(1-isopropyl-1H-1,2,4-triazol-5-yl)-9-(2-methyl-1-(2-(tetrahydro-2H-pyran-2-yloxy)ethyl)-1H-imidazol-5-yl)-5,6-dihydrobenzo[f]imidazo[1,2-d][1,4]oxazepine (left above) and 2-(1-isopropyl-1H-1,2,4-triazol-5-yl)-9-(2-methyl-1-(2-(tetrahydro-2H-pyran-2-yloxy)ethyl)-1H-imidazol-4-yl)-5,6-dihydrobenzo[f]imidazo[1,2-d][1,4]oxazepine (right above) (90 mg, 0.18 mmol) was dissolved in methanol (3 mL) and a HCl solution in MeOH (4 mol/L, 3.0 mL) was added dropwise at 0° C. The mixture was... Reactants: [BH3-]C#N.[Na+] (NaBH3CN), C(=O)COC1=CC=C(C(=O)OC)C=C1 (methyl 4-formylmethyloxybenzoate), OC1=CC=C(C(=O)OC)C=C1 (methyl 4-hydroxybenzoate), C1(CC1)N (cyclopropylamine). The solvent is CO.CC(=O)O (MeOH AcOH). Reaction conditions: time 8 hour. Product: C1(CC1)NCCOC1=CC=C(C(=O)OC)C=C1 (methyl 4-(2-cyclopropylaminoethoxy)benzoate). The yield is 49.0%. Reaction SMILES: [CH:1]([CH2:3][O:4][C:5]1[CH:14]=[CH:13][C:8]([C:9]([O:11][CH3:12])=[O:10])=[CH:7][CH:6]=1)=O.OC1C=CC(C(OC)=O)=CC=1.[CH:26]1([NH2:29])[CH2:28][CH2:27]1.[BH3-]C#N.[Na+]>CO.CC(O)=O>[CH:26]1([NH:29][CH2:1][CH2:3][O:4][C:5]2[CH:6]=[CH:7][C:8]([C:9]([O:11][CH3:12])=[O:10])=[CH:13][CH:14]=2)[CH2:28][CH2:27]1 |f:3.4,5.6|. Procedure details: To a stirred solution of 4:1 mixture of methyl 4-formylmethyloxybenzoate and methyl 4-hydroxybenzoate (1.00 g) and cyclopropylamine (425 ml, 6.18 mmol) in MeOH—AcOH (10:1, 11 ml) was added NaBH3CN (681 mg, 10.3 mmol). After stirring overnight, the mixture was quenched by addition of sat. NaHCO3 (50 ml) and extracted with CHCl3 (2×200 ml). The combined extracts were dried over MgSO4 and evaporated. The residue was chromatographed on silica gel with CHCl3—MeOH (20:1) to give methyl 4-(2-cyclopropy...